From a dataset of the Open Reaction Database (ORD), a public repository of structured organic reaction records. describe an organic reaction: reactants, conditions, products, and yield Reactants: O=C([O-])[O-], CCOC(C)=O, CC(C)COC(=O)Nc1cccc(OC(=O)Cl)c1, CNc1ccc(Cl)cc1, [K+], [K+], O. The product is CC(C)COC(=O)Nc1cccc(OC(=O)N(C)c2ccc(Cl)cc2)c1. RXN SMILES: [C:28](=[O:29])([O-:30])[O-:31].[CH2:34]([O:35][C:36](=[O:37])[CH3:38])[CH3:39].[CH3:10][CH:11]([CH2:12][O:13][C:14](=[O:15])[NH:16][c:17]1[cH:18][c:19]([O:23][C:24](=[O:25])[Cl:26])[cH:20][cH:21][cH:22]1)[CH3:27].[Cl:1][c:2]1[cH:3][cH:4][c:5]([NH:6][CH3:7])[cH:8][cH:9]1.[K+:32].[K+:33].[OH2:40]>>[Cl:1][c:2]1[cH:3][cH:4][c:5]([N:6]([CH3:7])[C:24]([O:23][c:19]2[cH:18][c:17]([NH:16][C:14]([O:13][CH2:12][CH:11]([CH3:10])[CH3:27])=[O:15])[cH:22][cH:21][cH:20]2)=[O:25])[cH:8][cH:9]1. The reactants are C1(=CC=CC=C1)C1OC[C@]2(C[C@H]2CO1)C(=O)OCC (ethyl (1R,7R)-4-phenyl-3,5-dioxabicyclo[5.1.0]octane-1-carboxylate), [H-].[Al+3].[Li+].[H-].[H-].[H-] (Lithium aluminium hydride). Solvent: O1CCCC1 (tetrahydrofuran). Reaction conditions: temperature 12.5 celsius. Product: C1(=CC=CC=C1)C1OC[C@]2(C[C@H]2CO1)CO ([(1S,7R)-4-phenyl-3,5-dioxabicyclo[5.1.0]octan-1-yl]methanol). Yield: 82.3%. Reaction SMILES: [C:1]1([CH:7]2[O:14][CH2:13][C@H:12]3[C@:10]([C:15](OCC)=[O:16])([CH2:11]3)[CH2:9][O:8]2)[CH:6]=[CH:5][CH:4]=[CH:3][CH:2]=1.[H-].[Al+3].[Li+].[H-].[H-].[H-]>O1CCCC1>[C:1]1([CH:7]2[O:14][CH2:13][C@H:12]3[C@:10]([CH2:15][OH:16])([CH2:11]3)[CH2:9][O:8]2)[CH:2]=[CH:3][CH:4]=[CH:5][CH:6]=1 |f:1.2.3.4.5.6|. Procedure: In a reactor, tetrahydrofuran (110.0 L) was charged under nitrogen, followed by addition of ethyl (1R,7R)-4-phenyl-3,5-dioxabicyclo[5.1.0]octane-1-carboxylate (11.0 kg, 41.9 mol). The mixture was stirred to get a clear solution and cooled to 10-15° C. Lithium aluminium hydride (2 M in tetrahydrofuran, 17.1 L, 35.6 mol) was added drop wise over a period of 1 hour by maintaining the temperature at 10-15° C. The progress of the reaction was monitored by HPLC. After completion of the reaction, the r... The reactants are [Br-], C#CCBr, Cc1cc(O)c(S)c(=O)o1, c1ccncc1, c1cc[nH+]cc1. Product: C#CCSc1c(O)cc(C)oc1=O. Reaction SMILES: [Br-:15].[CH2:11]([C:12]#[CH:13])[Br:14].[OH:1][c:2]1[c:3]([SH:10])[c:4](=[O:9])[o:5][c:6]([CH3:8])[cH:7]1.[cH:22]1[cH:23][cH:24][n:25][cH:26][cH:27]1.[nH+:16]1[cH:17][cH:18][cH:19][cH:20][cH:21]1>>[OH:1][c:2]1[c:3]([S:10][CH2:13][C:12]#[CH:11])[c:4](=[O:9])[o:5][c:6]([CH3:8])[cH:7]1. Starting materials: OCC(=O)C1=CC=CC=C1 (2-hydroxyacetophenone), C(C=C)Br (allyl bromide), C([O-])([O-])=O.[K+].[K+] (potassium carbonate), [I-].[K+] (potassium iodide). The solvent is CC(=O)C (acetone). The product is C(C=C)OC1=C(C=CC=C1)C(C)=O (1-[2-(Allyloxy)phenyl]ethanone). Reaction SMILES: O[CH2:2][C:3]([C:5]1[CH:10]=[CH:9][CH:8]=[CH:7][CH:6]=1)=[O:4].[CH2:11](Br)[CH:12]=[CH2:13].C(=O)([O-])[O-:16].[K+].[K+].[I-].[K+]>CC(C)=O>[CH2:11]([O:16][C:10]1[CH:9]=[CH:8][CH:7]=[CH:6][C:5]=1[C:3](=[O:4])[CH3:2])[CH:12]=[CH2:13] |f:2.3.4,5.6|. Procedure: 542 g (3.9 mol) of 2-hydroxyacetophenone are heated to reflux with 592 g (4.9 mol) of allyl bromide, 1000 g (7.2 mol) of potassium carbonate and 13.2 g (79 mmol) of potassium iodide in 2.4 liters of acetone for 24 h. Cooling to room temperature is followed by filtration and removal of the solvent in vacuo. The residue is dissolved in toluene and washed with 10% strength sodium hydroxide solution and water. Concentration results in 689 g (98% of theory) of the title compound.